From a dataset of the Open Reaction Database (ORD), a public repository of structured organic reaction records. describe an organic reaction: reactants, conditions, products, and yield Procedure details: The title compound is prepare by reacting the compound of 3-{4-[3-(2-bromo-4-trifluoromethyl-phenoxy)-phenoxy]-2-methyl-phenyl}-propionic acid methyl ester with o-cresol as in Example 45 to afford 0.229 g (21%). 1H NMR (400 MHz, CDCl3); MS (ES+) m/z mass calcd for C30H25O5F3 522, found 523 (M+1, 100%). Reactants: COC(CCC1=C(C=C(C=C1)OC1=CC(=CC=C1)OC1=C(C=C(C=C1)C(F)(F)F)Br)C)=O (3-{4-[3-(2-bromo-4-trifluoromethyl-phenoxy)-phenoxy]-2-methyl-phenyl}-propionic acid methyl ester), C1(=CC=CC=C1O)C (o-cresol). Reaction SMILES: C[O:2][C:3](=[O:32])[CH2:4][CH2:5][C:6]1[CH:11]=[CH:10][C:9]([O:12][C:13]2[CH:18]=[CH:17][CH:16]=[C:15]([O:19][C:20]3[CH:25]=[CH:24][C:23]([C:26]([F:29])([F:28])[F:27])=[CH:22][C:21]=3Br)[CH:14]=2)=[CH:8][C:7]=1[CH3:31].[C:33]1(C)[C:38]([OH:39])=[CH:37][CH:36]=[CH:35][CH:34]=1>>[CH3:31][C:7]1[CH:8]=[C:9]([O:12][C:13]2[CH:18]=[CH:17][CH:16]=[C:15]([O:19][C:20]3[CH:25]=[CH:24][C:23]([C:26]([F:28])([F:29])[F:27])=[CH:22][C:21]=3[O:39][C:38]3[CH:33]=[CH:34][CH:35]=[CH:36][CH:37]=3)[CH:14]=2)[CH:10]=[CH:11][C:6]=1[CH2:5][CH2:4][C:3]([OH:2])=[O:32]. The product is CC1=C(C=CC(=C1)OC1=CC(=CC=C1)OC1=C(C=C(C=C1)C(F)(F)F)OC1=CC=CC=C1)CCC(=O)O (3-{2-Methyl-4-[3-(2-phenoxy-4-trifluoromethyl-phenoxy)-phenoxy]-phenyl}-propionic acid). Reactants: OCC(=O)C1(C(CC2C3CCC4=CC(CCC4(C3=CCC12C)C)=O)C)C (17-(2-hydroxyacetyl)-10,13,16,17-tetramethyl-6,7,8,10,12,13,14,15,16,17-decahydro-1H-cyclopenta[a]phenanthren-3(2H)-one), C(C)(=O)OCC([C@]1([C@@H](CC2C3CCC4=CC(CC[C@@]4(C3=CC[C@]12C)C)=O)C)C)=O (2-oxo-2-((10S,13S,16R,17S)-10,13,16,17-tetramethyl-3-oxo-2,3,6,7,8,10,12,13,14,15,16,17-dodecahydro-1H-cyclopenta[a]phenanthren-17-yl)ethyl acetate), C[O-].[Na+] (sodium methoxide). Run in CO (methanol). Yields the product OCC(=O)[C@]1([C@@H](CC2C3CCC4=CC(CC[C@@]4(C3=CC[C@]12C)C)=O)C)C ((10S,13S,16R,17S)-17-(2-hydroxyacetyl)-10,13,16,17-tetramethyl-6,7,8,10,12,13,14,15,16,17-decahydro-1H-cyclopenta[a]phenanthren-3(2H)-one). RXN SMILES: [OH:1][CH2:2][C:3]([C:5]1([CH3:26])[C:21]2([CH3:22])[CH:8]([CH:9]3[C:18](=[CH:19][CH2:20]2)[C:17]2([CH3:23])[C:12](=[CH:13][C:14](=[O:24])[CH2:15][CH2:16]2)[CH2:11][CH2:10]3)[CH2:7][CH:6]1[CH3:25])=[O:4].C(OCC(=O)[C@]1(C)[C@]2(C)C(C3C(=CC2)[C@]2(C)C(=CC(=O)CC2)CC3)C[C@H]1C)(=O)C.C[O-].[Na+]>CO>[OH:1][CH2:2][C:3]([C@:5]1([CH3:26])[C@:21]2([CH3:22])[CH:8]([CH:9]3[C:18](=[CH:19][CH2:20]2)[C@:17]2([CH3:23])[C:12](=[CH:13][C:14](=[O:24])[CH2:15][CH2:16]2)[CH2:11][CH2:10]3)[CH2:7][C@H:6]1[CH3:25])=[O:4] |f:2.3|. Reported procedure: 10S,13S,16R,17S)-17-(2-hydroxyacetyl)-10,13,16,17-tetramethyl-6,7,8,10,12,13,14,15,16,17-decahydro-1H-cyclopenta[a]phenanthren-3(2H)-one: 2-oxo-2-((10S,13S,16R,17S)-10,13,16,17-tetramethyl-3-oxo-2,3,6,7,8,10,12,13,14,15,16,17-dodecahydro-1H-cyclopenta[a]phenanthren-17-yl)ethyl acetate (144 g) is stirred in 1500 ml methanol and treated with sodium methoxide (25%, 5 ml) for 30 minutes. The mixture is partitioned between methylene chloride and sodium bicarbonate. The organic phase is separated and ... Starting materials: resultant mixture, BrC=1C=C2C(=CN(C2=C(C1)C(=O)O)C)C(C)C (5-bromo-1-methyl-3-(1-methylethyl)-1H-indole-7-carboxylic acid), NCC=1C(NC=CC1C)=O (3-(aminomethyl)-4-methyl-2(1H)-pyridinone), ON1N=NC2=C1N=CC=C2 (1-hydroxy-7-azabenzotriazole), C(CCl)Cl (EDC), CN1CCOCC1 (N-methylmorpholine). Solvent: C(Cl)(Cl)Cl (chloroform), ClCCl (dichloromethane), CS(=O)C (dimethyl sulfoxide), O (water). Conditions: time 8 hour. Product: N.CO (ammonia methanol), BrC=1C=C2C(=CN(C2=C(C1)C(=O)NCC=1C(NC=CC1C)=O)C)C(C)C (5-bromo-1-methyl-3-(1-methylethyl)-N-[(4-methyl-2-oxo-1,2-dihydro-3-pyridinyl)methyl]-1H-indole-7-carboxamide). Yield: 118.3%. As a reaction SMILES: [Br:1][C:2]1[CH:3]=[C:4]2[C:8](=[C:9]([C:11]([OH:13])=[O:12])[CH:10]=1)[N:7]([CH3:14])[CH:6]=[C:5]2[CH:15]([CH3:17])[CH3:16].[NH2:18][CH2:19][C:20]1[C:21](=[O:27])[NH:22][CH:23]=[CH:24][C:25]=1[CH3:26].ON1C2N=CC=CC=2N=N1.C(Cl)CCl.CN1CCOCC1>C(Cl)(Cl)Cl.ClCCl.O.CS(C)=O>[NH3:7].[CH3:11][OH:12].[Br:1][C:2]1[CH:3]=[C:4]2[C:8](=[C:9]([C:11]([NH:18][CH2:19][C:20]3[C:21](=[O:27])[NH:22][CH:23]=[CH:24][C:25]=3[CH3:26])=[O:13])[CH:10]=1)[N:7]([CH3:14])[CH:6]=[C:5]2[CH:15]([CH3:17])[CH3:16] |f:9.10|. Reported procedure: A 20 mL, oven dried vial was charged with 5-bromo-1-methyl-3-(1-methylethyl)-1H-indole-7-carboxylic acid (0.10 g, 0.338 mmol), 3-(aminomethyl)-4-methyl-2(1H)-pyridinone (0.088 g, 0.506 mmol), 1-hydroxy-7-azabenzotriazole (0.069 g, 0.506 mmol) and EDC (0.097 g, 0.506 mmol). To the mixture was added dimethyl sulfoxide (DMSO) (3 mL) via syringe, followed by N-methylmorpholine (0.148 mL, 1.351 mmol). The mixture was capped and stirred at RT overnight. The reaction was poured into 60 mL water and the... Reactants: CC1(C(NC(N1CCC[Si](OC)(OC)OC)=O)=O)C (5,5-dimethyl-3-trimethoxysilylpropyl hydantoin), [H-] (hydride), [H-].[Na+] (sodium hydride), paraffin, [H][H] (hydrogen), ClCCC[Si](OC)(OC)OC (chloropropyltrimethoxysilane). The solvent is CN(C=O)C (N,N-dimethylformamide). Reaction conditions: temperature 85 celsius. Product: CO[Si](OC)(OC)CCCN1C(=O)N(C(=O)C1(C)C)CCC[Si](OC)(OC)OC (1,3-Bis(trimethoxysilylpropyl)-5,5-dimethylhydantoin). Reaction SMILES: [H-].[Na+].[CH3:3][C:4]1([CH3:21])[N:8]([CH2:9][CH2:10][CH2:11][Si:12]([O:17][CH3:18])([O:15][CH3:16])[O:13][CH3:14])[C:7](=[O:19])[NH:6][C:5]1=[O:20].[H-].[H][H].Cl[CH2:26][CH2:27][CH2:28][Si:29]([O:34][CH3:35])([O:32][CH3:33])[O:30][CH3:31]>CN(C)C=O>[CH3:14][O:13][Si:12]([CH2:11][CH2:10][CH2:9][N:8]1[C:4]([CH3:21])([CH3:3])[C:5](=[O:20])[N:6]([CH2:26][CH2:27][CH2:28][Si:29]([O:34][CH3:35])([O:32][CH3:33])[O:30][CH3:31])[C:7]1=[O:19])([O:17][CH3:18])[O:15][CH3:16] |f:0.1|. Procedure: A 2.4 g portion of a dispersion containing 50% by weight of sodium hydride in a liquid paraffin was added in portions under an inert atmosphere to a solution containing 14.5 g (0.05 mole) 5,5-dimethyl-3-trimethoxysilylpropyl hydantoin and 150 cc of anhydrous N,N-dimethylformamide. The temperature of the reaction mixture was maintained at from 15° to 20° C. during the addition of the hydride. Following completion of the addition the mixture was stirred until hydrogen evolution ceased, at which ti... Reactants: CC(Cl)Cl, CC(O)c1nccc(=O)[nH]1. Yields the product CC(=O)c1nccc(=O)[nH]1. As a reaction SMILES: [Cl:11][CH:12]([Cl:13])[CH3:14].[OH:1][CH:2]([CH3:3])[c:4]1[n:5][cH:6][cH:7][c:8](=[O:10])[nH:9]1>>[O:1]=[C:2]([CH3:3])[c:4]1[n:5][cH:6][cH:7][c:8](=[O:10])[nH:9]1. The reactants are FC1=CC=C(C=C1)CC1=CN=C2C(=C(C(N(C2=C1)CCCN1C(CCCC1)=O)=O)C(=O)OCC)O (ethyl 7-[(4-fluorophenyl)methyl]-4-hydroxy-2-oxo-1-[3-(2-oxo-1-piperidinyl)propyl]-1,2-dihydro-1,5-naphthyridine-3-carboxylate), CN (methylamine). Yields the product FC1=CC=C(C=C1)CC1=CN=C2C(=C(C(N(C2=C1)CCCN1C(CCCC1)=O)=O)C(=O)NC)O (7-[(4-fluorophenyl)methyl]-4-hydroxy-N-methyl-2-oxo-1-[3-(2-oxo-1-piperidinyl)propyl]-1,2-dihydro-1,5-naphthyridine-3-carboxamide). As a reaction SMILES: [F:1][C:2]1[CH:7]=[CH:6][C:5]([CH2:8][C:9]2[CH:18]=[C:17]3[C:12]([C:13]([OH:35])=[C:14]([C:30]([O:32]CC)=O)[C:15](=[O:29])[N:16]3[CH2:19][CH2:20][CH2:21][N:22]3[CH2:27][CH2:26][CH2:25][CH2:24][C:23]3=[O:28])=[N:11][CH:10]=2)=[CH:4][CH:3]=1.[CH3:36][NH2:37]>>[F:1][C:2]1[CH:7]=[CH:6][C:5]([CH2:8][C:9]2[CH:18]=[C:17]3[C:12]([C:13]([OH:35])=[C:14]([C:30]([NH:37][CH3:36])=[O:32])[C:15](=[O:29])[N:16]3[CH2:19][CH2:20][CH2:21][N:22]3[CH2:27][CH2:26][CH2:25][CH2:24][C:23]3=[O:28])=[N:11][CH:10]=2)=[CH:4][CH:3]=1. Procedure details: This compound was prepared from ethyl 7-[(4-fluorophenyl)methyl]-4-hydroxy-2-oxo-1-[3-(2-oxo-1-piperidinyl)propyl]-1,2-dihydro-1,5-naphthyridine-3-carboxylate and methylamine using methods similar to Example 563 to provide an off-white solid: 1H NMR (300 MHz, DMSO-d6) δ ppm 1.65-1.81 (m, 6 H), 2.19 (t, J=6.21 Hz, 2 H), 2.91 (d, J=4.84 Hz, 3 H), 3.20 (t, J=5.79 Hz, 2 H), 3.38 (q, J=7.09 Hz, 2 H), 4.16-4.25 (m, 4 H), 7.11-7.18 (m, 2 H), 7.37-7.44 (m, 2 H), 8.01 (s, 1 H), 8.55 (d, J=1.68 Hz, 1 H), ... Reactants: oxide, C(O)(O)=O.C(CCC(C)O)O (1,4-pentanediol carbonate), C1(CC1)O (cyclopropanol), ester. The product is C(O)(O)=O.C1(CC1)O.C1(CC1)O (dicyclopropanol carbonate), C(O)(O)=O.C(CCC(C)O)O (1,4-pentanediol carbonate), C1(CC1)O (cyclopropanol). As a reaction SMILES: [C:1](=[O:4])([OH:3])[OH:2].[CH2:5]([OH:11])[CH2:6][CH2:7][CH:8]([OH:10])[CH3:9].[CH:12]1([OH:15])[CH2:14][CH2:13]1>>[C:1](=[O:2])([OH:4])[OH:3].[CH:8]1([OH:10])[CH2:9][CH2:7]1.[CH:12]1([OH:15])[CH2:14][CH2:13]1.[C:1](=[O:2])([OH:4])[OH:3].[CH2:5]([OH:11])[CH2:6][CH2:7][CH:8]([OH:10])[CH3:9].[CH:1]1([OH:4])[CH2:6][CH2:5]1 |f:0.1,3.4.5,6.7|. Procedure details: Adding 1,4-pentanediol carbonate and cyclopropanol in a tubular ester exchange reactor; then adding the metal-rare earth oxide composite catalyst prepared by the embodiment 3, uniformly mixing and performing an ester exchange reaction, distilling the reaction product to obtain dicyclopropanol carbonate, wherein the mole ratio of 1,4-pentanediol carbonate to cyclopropanol is 1:15, and the weight ratio of the metal-rare earth oxide composite catalyst to the total weight of 1,4-pentanediol carbonat... Reactants: CCOC(C)=O, CO, COc1cc(Cc2nnc(NC3CCC(C(C)C)CC3)c3ccccc23)ccn1, ClC(Cl)Cl, O. Product: CC(C)C1CCC(Nc2nnc(Cc3ccnc(O)c3)c3ccccc23)CC1. Reaction SMILES: [CH3:31][CH2:32][O:33][C:34]([CH3:35])=[O:36].[CH3:37][OH:38].[CH:1]([CH3:2])([CH3:3])[CH:4]1[CH2:5][CH2:6][CH:7]([NH:10][c:11]2[n:12][n:13][c:14]([CH2:21][c:22]3[cH:23][c:24]([O:28][CH3:29])[n:25][cH:26][cH:27]3)[c:15]3[cH:16][cH:17][cH:18][cH:19][c:20]23)[CH2:8][CH2:9]1.[CH:39]([Cl:40])([Cl:41])[Cl:42].[OH2:30]>>[CH:1]([CH3:2])([CH3:3])[CH:4]1[CH2:5][CH2:6][CH:7]([NH:10][c:11]2[n:12][n:13][c:14]([CH2:21][c:22]3[cH:23][c:24]([OH:28])[n:25][cH:26][cH:27]3)[c:15]3[cH:16][cH:17][cH:18][cH:19][c:20]23)[CH2:8][CH2:9]1. The reactants are COC(=O)c1ccc(S(=O)(=O)NC(C)(C)C)o1, C1CNC1, CO. Yields the product CC(C)(C)NS(=O)(=O)c1ccc(C(=O)N2CCC2)o1. RXN SMILES: [C:1]([CH3:2])([CH3:3])([CH3:4])[NH:5][S:6](=[O:7])(=[O:8])[c:9]1[cH:10][cH:11][c:12]([C:14]([O:16][CH3:15])=[O:17])[o:13]1.[CH2:18]1[CH2:19][NH:20][CH2:21]1.[CH3:22][OH:23]>>[C:1]([CH3:2])([CH3:3])([CH3:4])[NH:5][S:6](=[O:7])(=[O:8])[c:9]1[cH:10][cH:11][c:12]([C:14](=[O:16])[N:20]2[CH2:19][CH2:18][CH2:21]2)[o:13]1. Starting materials: BrC=1C=C(C(=C(C1)C(C#N)(C)C)CC#N)C(C#N)(C)C (2,2'-[5-bromocyanomethyl-1,3-phenylene]di(2-methylpropiononitrile)), N1N=CN=C1 (1,2,4-triazole), CN(C=O)C (dimethylformamide). The solvent is O (water). Run at time 24 hour. Product: C(#N)C=1C=C(C(=C(C1)C(C#N)(C)C)CN1N=CN=C1)C(C#N)(C)C (2,2'-[5-cyano(1H-1,2,4-triazol-1-yl)methyl-1,3-phenylene]di(2-methylpropiono-nitrile)). Reaction SMILES: Br[C:2]1[CH:3]=[C:4]([C:16]([CH3:20])([CH3:19])[C:17]#[N:18])[C:5]([CH2:13]C#N)=[C:6]([C:8]([CH3:12])([CH3:11])[C:9]#[N:10])[CH:7]=1.[NH:21]1[CH:25]=[N:24][CH:23]=[N:22]1.[CH3:26][N:27](C)C=O>O>[C:26]([C:2]1[CH:3]=[C:4]([C:16]([CH3:20])([CH3:19])[C:17]#[N:18])[C:5]([CH2:13][N:21]2[CH:25]=[N:24][CH:23]=[N:22]2)=[C:6]([C:8]([CH3:11])([CH3:12])[C:9]#[N:10])[CH:7]=1)#[N:27]. Procedure details: A mixture of 2,2'-[5-bromocyanomethyl-1,3-phenylene]di(2-methylpropiononitrile) (0.33 g), 1,2,4-triazole (0.34 g) and dimethylformamide (2 ml) was stirred at 50° for 24 h. The mixture was treated with water (20 ml), and extracted with ethyl acetate, and the extract was dried and evaporated to dryness under reduced pressure. The residue was purified by flash chromatography, using methanol (3% by volume) in dichloromethane as eluant, to give 2,2'-[5-cyano(1H-1,2,4-triazol-1-yl)methyl-1,3-phenylene...